This data is from the Open Reaction Database (ORD), a public repository of structured organic reaction records. The task is: describe an organic reaction: reactants, conditions, products, and yield Reactants: O=C([O-])[O-], CC(C)O, Clc1ncncc1I, [K+], [K+], Nc1cccc(-c2cc(C(=O)Nc3cccc(C(F)(F)F)c3)ccc2Cl)c1. The product is O=C(Nc1cccc(C(F)(F)F)c1)c1ccc(Cl)c(-c2cccc(Nc3ncncc3I)c2)c1. As a reaction SMILES: [C:36](=[O:37])([O-:38])[O-:39].[CH:42]([OH:43])([CH3:44])[CH3:45].[Cl:28][c:29]1[n:30][cH:31][n:32][cH:33][c:34]1[I:35].[K+:40].[K+:41].[NH2:1][c:2]1[cH:3][c:4](-[c:8]2[cH:9][c:10]([C:15](=[O:16])[NH:17][c:18]3[cH:19][c:20]([C:24]([F:25])([F:26])[F:27])[cH:21][cH:22][cH:23]3)[cH:11][cH:12][c:13]2[Cl:14])[cH:5][cH:6][cH:7]1>>[NH:1]([c:2]1[cH:3][c:4](-[c:8]2[cH:9][c:10]([C:15](=[O:16])[NH:17][c:18]3[cH:19][c:20]([C:24]([F:25])([F:26])[F:27])[cH:21][cH:22][cH:23]3)[cH:11][cH:12][c:13]2[Cl:14])[cH:5][cH:6][cH:7]1)[c:29]1[n:30][cH:31][n:32][cH:33][c:34]1[I:35]. Starting materials: O (Water), FC1=C(C2=CN(N=C2C=C1)C)[C@H]1[C@@H](C1)C(=O)OCC (trans-ethyl 2-(5-fluoro-2-methyl-2H-indazol-4-yl)cyclopropanecarboxylate), [H-].C(C(C)C)[Al+]CC(C)C (diisobutylaluminum hydride). Run in O1CCCC1 (tetrahydrofuran), CCCCCC (hexane). Run at time 3 hour. Product: FC1=C(C2=CN(N=C2C=C1)C)[C@H]1[C@@H](C1)CO (trans-[2-(5-fluoro-2-methyl-2H-indazol-4-yl)cyclopropyl]methanol). Yield: 90.0%. RXN SMILES: [F:1][C:2]1[CH:10]=[CH:9][C:8]2[C:4](=[CH:5][N:6]([CH3:11])[N:7]=2)[C:3]=1[C@@H:12]1[CH2:14][C@H:13]1[C:15](OCC)=[O:16].[H-].C([Al+]CC(C)C)C(C)C.O>O1CCCC1.CCCCCC>[F:1][C:2]1[CH:10]=[CH:9][C:8]2[C:4](=[CH:5][N:6]([CH3:11])[N:7]=2)[C:3]=1[C@@H:12]1[CH2:14][C@H:13]1[CH2:15][OH:16] |f:1.2|. Procedure: To a solution of trans-ethyl 2-(5-fluoro-2-methyl-2H-indazol-4-yl)cyclopropanecarboxylate (2.00 g, 7.63 mmol) in tetrahydrofuran (76 mL) was slowly added a solution (1 M, 22.9 ml, 22.9 mmol) of diisobutylaluminum hydride in hexane at −78° C., and the mixture was stirred at room temperature for 3 hr. Water was added to the reaction mixture at 0° C., and the mixture was extracted with ethyl acetate. The extract was washed with saturated brine, and dried over anhydrous sodium sulfate, and the solve... The reactants are CN(C)c1ccc(S(=O)(=O)Cl)cc1, [H-], O=C1CCCN1, [Na+], C1COCCO1. Product: CN(C)c1ccc(S(=O)(=O)N2CCCC2=O)cc1. RXN SMILES: [CH3:9][N:10]([c:11]1[cH:12][cH:13][c:14]([S:17](=[O:18])(=[O:19])[Cl:20])[cH:15][cH:16]1)[CH3:21].[H-:1].[NH:3]1[C:4](=[O:8])[CH2:5][CH2:6][CH2:7]1.[Na+:2].[O:22]1[CH2:23][CH2:24][O:25][CH2:26][CH2:27]1>>[N:3]1([S:17]([c:14]2[cH:13][cH:12][c:11]([N:10]([CH3:9])[CH3:21])[cH:16][cH:15]2)(=[O:18])=[O:19])[C:4](=[O:8])[CH2:5][CH2:6][CH2:7]1. Reaction conditions: temperature 120 celsius. The solvent is CC(=O)N(C)C (dimethylacetamide), C(Cl)Cl (CH2Cl2). As a reaction SMILES: [N+:1]([C:4]1[CH:5]=[C:6]([CH:8]=[CH:9][CH:10]=1)[NH2:7])([O-:3])=[O:2].Br[CH2:12][CH2:13][O:14][CH2:15][CH2:16]Br.C(N(CC)C(C)C)(C)C>CC(N(C)C)=O.C(Cl)Cl>[N+:1]([C:4]1[CH:5]=[C:6]([N:7]2[CH2:16][CH2:15][O:14][CH2:13][CH2:12]2)[CH:8]=[CH:9][CH:10]=1)([O-:3])=[O:2]. The reactants are [N+](=O)([O-])C=1C=C(N)C=CC1 (3-nitroaniline), BrCCOCCBr (2-bromoethylether), C(C)(C)N(C(C)C)CC (N,N-diisopropylethylamine). The yield is 100.0%. Procedure details: To a solution of 3-nitroaniline (42)(5.52 g, 40.00 mmol) in anhydrous dimethylacetamide (15 ml) was added 2-bromoethylether (7.52 ml, 60.00 mmol) and N,N-diisopropylethylamine (13.94 ml, 80.0 mmol). The mixture was then heated to 120° C. for 6 hours. After this time the reaction was cooled to room temperature which saw the mixture take the form of a slurry. The slurry was dissolved in CH2Cl2 (80 ml) and washed with 0.2 M HCl (3×30 ml). The organic layer was separated, dried (MgSO4), filtered and... The product is [N+](=O)([O-])C=1C=C(C=CC1)N1CCOCC1 (4-(3-Nitro-phenyl)-morpholine). Starting materials: C(C)N1C(=O)N(C=2N=CNC2C1=O)C (1-ethyl-3-methylxanthine), ClC(CCC)P(OCC)(=O)OCC (diethyl chlorobutanephosphonate), C([O-])([O-])=O.[K+].[K+] (potassium carbonate). Yields the product C(C)N1C(=O)N(C=2N=CN(C2C1=O)CCCCP(OCC)(OCC)=O)C (Diethyl [4-(1-ethyl-3-methylxanthin-7-yl)butyl]phosphonate). As a reaction SMILES: [CH2:1]([N:3]1[C:12](=[O:13])[C:11]2[NH:10][CH:9]=[N:8][C:7]=2[N:6]([CH3:14])[C:4]1=[O:5])[CH3:2].Cl[CH:16]([P:20]([O:25][CH2:26][CH3:27])(=[O:24])[O:21][CH2:22][CH3:23])[CH2:17][CH2:18][CH3:19].C(=O)([O-])[O-].[K+].[K+]>>[CH2:1]([N:3]1[C:12](=[O:13])[C:11]2[N:10]([CH2:19][CH2:18][CH2:17][CH2:16][P:20](=[O:24])([O:25][CH2:26][CH3:27])[O:21][CH2:22][CH3:23])[CH:9]=[N:8][C:7]=2[N:6]([CH3:14])[C:4]1=[O:5])[CH3:2] |f:2.3.4|. Procedure: 9.7 g (0.05 mol) of 1-ethyl-3-methylxanthine were stirred at 70° C. for 6 hours with 12.7 g (0.06 mol) of diethyl chlorobutanephosphonate and 8.3 g of potassium carbonate. The solution was filtered, the solvent was evaporated, and the residue which remained was chromatographed (eluent: ethyl acetate/methanol 10: 1) and crystallized from ethyl acetate/diisopropyl ether. The reactants are O=C1C=CCCC1, C1CCOC1, CCOC(C)=O, Cl. The product is CCOC(=O)CC1(O)C=CCCC1. As a reaction SMILES: [C:1]1(=[O:7])[CH:2]=[CH:3][CH2:4][CH2:5][CH2:6]1.[CH2:15]1[O:16][CH2:17][CH2:18][CH2:19]1.[CH3:9][CH2:10][O:11][C:12]([CH3:13])=[O:14].[ClH:8]>>[C:1]1([OH:7])([CH2:13][C:12]([O:11][CH2:10][CH3:9])=[O:14])[CH:2]=[CH:3][CH2:4][CH2:5][CH2:6]1. Starting materials: CCOC(=O)CBr, Cc1cnc(Cc2ccc(OCc3ccccc3)cc2)o1, C1CCOC1, CC(C)[N-]C(C)C, [Li+], O. Product: CCOC(=O)CC(c1ccc(OCc2ccccc2)cc1)c1ncc(C)o1. RXN SMILES: [Br:30][CH2:31][C:32](=[O:33])[O:34][CH2:35][CH3:36].[CH2:1]([c:2]1[cH:3][cH:4][cH:5][cH:6][cH:7]1)[O:8][c:9]1[cH:10][cH:11][c:12]([CH2:13][c:14]2[o:15][c:16]([CH3:19])[cH:17][n:18]2)[cH:20][cH:21]1.[CH2:38]1[O:39][CH2:40][CH2:41][CH2:42]1.[CH3:23][CH:24]([N-:25][CH:26]([CH3:27])[CH3:28])[CH3:29].[Li+:22].[OH2:37]>>[CH2:1]([c:2]1[cH:3][cH:4][cH:5][cH:6][cH:7]1)[O:8][c:9]1[cH:10][cH:11][c:12]([CH:13]([c:14]2[o:15][c:16]([CH3:19])[cH:17][n:18]2)[CH2:31][C:32](=[O:33])[O:34][CH2:35][CH3:36])[cH:20][cH:21]1. Starting materials: OC[C@H](O)[C@@H](O)[C@H](O)[C@H](O)CO (sorbitol), C(CCCCCCCCCCCCCCCCCCCCCCCCCCC)(=O)O (montanic acid), [Sn] (tin). Run at temperature 100 celsius. Yields the product C(CCCCCCCCCCCCCCCCCCCCCCCCCCC)(=O)O.C(CCCCCCCCCCCCCCCCCCCCCCCCCCC)(=O)O.C(CCCCCCCCCCCCCCCCCCCCCCCCCCC)(=O)O.OC[C@H](O)[C@@H](O)[C@H](O)[C@H](O)CO (Sorbitol trimontanate). Reaction SMILES: [OH:1][CH2:2][C@@H:3]([C@H:5]([C@@H:7]([C@@H:9]([CH2:11][OH:12])[OH:10])[OH:8])[OH:6])[OH:4].[C:13]([OH:42])(=[O:41])[CH2:14][CH2:15][CH2:16][CH2:17][CH2:18][CH2:19][CH2:20][CH2:21][CH2:22][CH2:23][CH2:24][CH2:25][CH2:26][CH2:27][CH2:28][CH2:29][CH2:30][CH2:31][CH2:32][CH2:33][CH2:34][CH2:35][CH2:36][CH2:37][CH2:38][CH2:39][CH3:40].[Sn]>>[C:13]([OH:42])(=[O:41])[CH2:14][CH2:15][CH2:16][CH2:17][CH2:18][CH2:19][CH2:20][CH2:21][CH2:22][CH2:23][CH2:24][CH2:25][CH2:26][CH2:27][CH2:28][CH2:29][CH2:30][CH2:31][CH2:32][CH2:33][CH2:34][CH2:35][CH2:36][CH2:37][CH2:38][CH2:39][CH3:40].[C:13]([OH:42])(=[O:41])[CH2:14][CH2:15][CH2:16][CH2:17][CH2:18][CH2:19][CH2:20][CH2:21][CH2:22][CH2:23][CH2:24][CH2:25][CH2:26][CH2:27][CH2:28][CH2:29][CH2:30][CH2:31][CH2:32][CH2:33][CH2:34][CH2:35][CH2:36][CH2:37][CH2:38][CH2:39][CH3:40].[C:13]([OH:42])(=[O:41])[CH2:14][CH2:15][CH2:16][CH2:17][CH2:18][CH2:19][CH2:20][CH2:21][CH2:22][CH2:23][CH2:24][CH2:25][CH2:26][CH2:27][CH2:28][CH2:29][CH2:30][CH2:31][CH2:32][CH2:33][CH2:34][CH2:35][CH2:36][CH2:37][CH2:38][CH2:39][CH3:40].[OH:12][CH2:11][C@@H:9]([C@H:7]([C@@H:5]([C@@H:3]([CH2:2][OH:1])[OH:4])[OH:6])[OH:8])[OH:10] |f:3.4.5.6,^3:42|. Reported procedure: 41.1 g sorbitol (0.226 mole), 271.1 g montanic acid (0.678 mole) and 0.4 g tin powder were heated to 200° C. as in Example 1 with application of a gentle vacuum. The vacuum was increased to 15 mbar over a period of 14 h, by which time the acid value had fallen to 5. After cooling to 100° C., the product was filtered, giving a brown hard wax having a dropping point of 78° C. Starting materials: O1CCOC12CCN(CC2)C(CCN)C (3-(1,4-dioxa-8-aza-spiro[4.5]dec-8-yl)-butylamine), CC1=C(C(=O)O)C(=CC=C1)C (2,6-dimethylbenzoic acid). Product: O1CCOC12CCN(CC2)C(CCNC(C2=C(C=CC=C2C)C)=O)C (N-[3-(1,4-dioxa-8-aza-spiro[4.5]dec-8-yl)-butyl]-2,6-dimethyl-benzamide). Isolated yield 83.9%. Reaction SMILES: [O:1]1[C:5]2([CH2:10][CH2:9][N:8]([CH:11]([CH3:15])[CH2:12][CH2:13][NH2:14])[CH2:7][CH2:6]2)[O:4][CH2:3][CH2:2]1.[CH3:16][C:17]1[CH:25]=[CH:24][CH:23]=[C:22]([CH3:26])[C:18]=1[C:19](O)=[O:20]>>[O:4]1[C:5]2([CH2:6][CH2:7][N:8]([CH:11]([CH3:15])[CH2:12][CH2:13][NH:14][C:19](=[O:20])[C:18]3[C:22]([CH3:26])=[CH:23][CH:24]=[CH:25][C:17]=3[CH3:16])[CH2:9][CH2:10]2)[O:1][CH2:2][CH2:3]1. Procedure: Using general procedure E with 3-(1,4-dioxa-8-aza-spiro[4.5]dec-8-yl)-butylamine (2.30 g, 10.7 mmol) and 2,6-dimethylbenzoic acid (1.77 g, 11.8 mmol) followed by purification by column chromatography on silica gel (1-5% MeOH/CH2Cl2) gave N-[3-(1,4-dioxa-8-aza-spiro[4.5]dec-8-yl)-butyl]-2,6-dimethyl-benzamide (3.11 g, 83%). Reactants: BrBr (bromine), BrBr (bromine), CC(C#C)(C)NC(C1=CC(=CC(=C1)Cl)Cl)=O (N- (1',1'-dimethylpropynyl)-3,5-dichlorobenzamide). Solvent: C(Cl)Cl (methylene chloride), C(Cl)Cl (methylene chloride), CCCCCC (hexane). The product is Br.ClC=1C=C(C=C(C1)Cl)C=1OC(C(N1)(C)C)=CBr (2-(3',5'-dichlorophenyl)-4,4-dimethyl-5-bromomethylenoxazoline hydrobromide). Isolated yield 178.3%. RXN SMILES: [CH3:1][C:2]([NH:6][C:7](=[O:16])[C:8]1[CH:13]=[C:12]([Cl:14])[CH:11]=[C:10]([Cl:15])[CH:9]=1)([CH3:5])[C:3]#[CH:4].[Br:17]Br>C(Cl)Cl.CCCCCC>[BrH:17].[Cl:14][C:12]1[CH:13]=[C:8]([C:7]2[O:16][C:3](=[CH:4][Br:17])[C:2]([CH3:1])([CH3:5])[N:6]=2)[CH:9]=[C:10]([Cl:15])[CH:11]=1 |f:4.5|. Procedure: N- (1',1'-dimethylpropynyl)-3,5-dichlorobenzamide (40 gm, 0.156 m) was dissolved in methylene chloride (600 ml) and bromine (25 gm, 0.156 m) in methylene chloride (100 ml) was added gradually with stirring at room temperature. After the complete addition of the bromine, the mixture was stirred for another 15 minutes and diluted with hexane (500 ml). The yellowish-white precipitate which formed was filtered and dried to yield 58 gm of 2-(3',5'-dichlorophenyl)-4,4-dimethyl-5-bromomethylenoxazoline...